This data is from the Open Reaction Database (ORD), a public repository of structured organic reaction records. The task is: describe an organic reaction: reactants, conditions, products, and yield Starting materials: CS(=O)C (dimethylsulfoxide), ClC1=NC=NC(=C1)OCC#CC (4-chloro-6-(2-butynyloxy)pyrimidine), C([O-])([O-])=O.[K+].[K+] (potassium carbonate), C(C)(C)N (isopropylamine). Solvent: COC(C)(C)C (tert-butyl methyl ether). Reaction conditions: temperature 70 celsius, time 6 hour. Product: C(C#CC)OC1=NC=NC(=C1)NC(C)C (4-(2-butynyloxy)-6-(isopropylamino)pyrimidine). Isolated yield 82.6%. As a reaction SMILES: CS(C)=O.Cl[C:6]1[CH:11]=[C:10]([O:12][CH2:13][C:14]#[C:15][CH3:16])[N:9]=[CH:8][N:7]=1.C(=O)([O-])[O-].[K+].[K+].[CH:23]([NH2:26])([CH3:25])[CH3:24]>COC(C)(C)C>[CH2:13]([O:12][C:10]1[CH:11]=[C:6]([NH:26][CH:23]([CH3:25])[CH3:24])[N:7]=[CH:8][N:9]=1)[C:14]#[C:15][CH3:16] |f:2.3.4|. Procedure: To 4 ml of dimethylsulfoxide were added 365 mg of 4-chloro-6-(2-butynyloxy)pyrimidine, 332 mg of potassium carbonate, and 591 mg of isopropylamine, followed by stirring at 70° C. for 6 hours. The reaction mixture was then left for cooling to room temperature, diluted with tert-butyl methyl ether, and washed twice with an aqueous sodium chloride solution. The organic layer was dried over anhydrous magnesium sulfate and concentrated. The residue was subjected to silica gel thin layer chromatograph... Reaction conditions: temperature 65 celsius, time 6 hour. Product: C(C)OC=C(C(=O)OCC)C(C(F)F)=O (Ethyl 2-Ethoxymethylene-4,4-Difluoro-3-Oxobutyrate). Starting materials: C(C)(=O)OC(C)=O (Acetic anhydride), FC(C(CC(=O)OCC)=O)F (ethyl difluoroacetoacetate), C(OCC)(OCC)OCC (triethyl orthoformate). Procedure: Acetic anhydride (3.6 moles) is heated to 100 to 105° C., to which a mixture of crude ethyl difluoroacetoacetate (˜0.96 moles) and triethyl orthoformate (1.8 moles) is added drop-wise. The reaction mixture is kept at 100 to 105° C. for 6 hours. The reaction mixture is cooled to 60 to 70° C. and then concentrated under vacuum to remove excessive acetic anhydride, triethyl orthoformate, and generated ethyl acetate. A pale brown liquid is obtained. Reaction SMILES: [C:1]([O:4][C:5](=O)C)(=O)[CH3:2].[F:8][CH:9]([F:18])[C:10](=[O:17])[CH2:11][C:12]([O:14][CH2:15][CH3:16])=[O:13].C(OCC)(OCC)OCC>>[CH2:1]([O:4][CH:5]=[C:11]([C:10](=[O:17])[CH:9]([F:18])[F:8])[C:12]([O:14][CH2:15][CH3:16])=[O:13])[CH3:2]. The reactants are O=C(OC)C1=CC=2C(OC)=CC=CC2N1. The reagents and catalysts are O1BOC(C)(C)C1(C)C, N=1C=CC(=CC1C=2N=CC=C(C2)C(C)(C)C)C(C)(C)C, C[OH2+].C[OH2+].C1CC=CCCC=C1.C1CC=CCCC=C1.[Ir].[Ir]. Solvent: CCCCCC. Reaction conditions: temperature 60 celsius, time 8 hour. Yields the product O=C(OC)C1=CC=2C(OC)=CC=C(B3OC(C)(C)C(O3)(C)C)C2N1. Isolated yield 79.0%.